Dataset: the Open Reaction Database (ORD), a public repository of structured organic reaction records. Task: describe an organic reaction: reactants, conditions, products, and yield The reactants are COc1ccc(C(F)(F)F)cc1C(=O)Cl, ClCCl, Nc1c2c(nn1CC1CCCO1)CCC2, c1ccncc1. The product is COc1ccc(C(F)(F)F)cc1C(=O)Nc1c2c(nn1CC1CCCO1)CCC2. Reaction SMILES: [CH3:22][O:23][c:24]1[c:25]([C:26](=[O:27])[Cl:28])[cH:29][c:30]([C:33]([F:34])([F:35])[F:36])[cH:31][cH:32]1.[Cl:37][CH2:38][Cl:39].[O:1]1[CH:2]([CH2:6][n:7]2[n:8][c:9]3[c:10]([c:11]2[NH2:12])[CH2:13][CH2:14][CH2:15]3)[CH2:3][CH2:4][CH2:5]1.[cH:16]1[cH:17][cH:18][n:19][cH:20][cH:21]1>>[O:1]1[CH:2]([CH2:6][n:7]2[n:8][c:9]3[c:10]([c:11]2[NH:12][C:26]([c:25]2[c:24]([O:23][CH3:22])[cH:32][cH:31][c:30]([C:33]([F:34])([F:35])[F:36])[cH:29]2)=[O:27])[CH2:13][CH2:14][CH2:15]3)[CH2:3][CH2:4][CH2:5]1.